The task is: describe an organic reaction: reactants, conditions, products, and yield. This data is from the Open Reaction Database (ORD), a public repository of structured organic reaction records. Reactants: NC1=C(C(=O)OC)C=CC(=C1OC)C (methyl 2-amino-3-methoxy-4-methylbenzoate), NC(=O)N (urea), petroleum ether ethyl acetate. Reaction conditions: temperature 155 celsius, time 8 hour. The product is COC=1C(=CC=C2C(=NC(=NC12)O)O)C (8-methoxy-7-methylquinazoline-2,4-diol). The yield is 83.5%. Reaction SMILES: [NH2:1][C:2]1[C:11]([O:12][CH3:13])=[C:10]([CH3:14])[CH:9]=[CH:8][C:3]=1[C:4]([O:6]C)=O.[NH2:15][C:16](N)=[O:17]>>[CH3:13][O:12][C:11]1[C:10]([CH3:14])=[CH:9][CH:8]=[C:3]2[C:2]=1[N:1]=[C:16]([OH:17])[N:15]=[C:4]2[OH:6]. Procedure details: A mixture of methyl 2-amino-3-methoxy-4-methylbenzoate (139.3 g, 0.714 mol) and urea (214.3 g, 3.57 mol) was heated in an oil bath at 110˜120° C. for 30 minutes. The temperature was then raised to 150-160° C. and the reaction mixture was stirred at this temperature for 8 h. TLC (petroleum ether/ethyl acetate=3:1) indicated the reaction was complete. The mixture was washed with EtOH (1.5 L) and water (1 L×6) and dried in vacuo to give the title compound (123 g, 83.7%) as a light brown solid. Reactants: C=CC(=O)OC(C)(C)C, CO, OCCCc1ccncc1. RXN SMILES: [C:11]([CH:12]=[CH2:13])(=[O:14])[O:15][C:16]([CH3:17])([CH3:18])[CH3:19].[CH3:20][OH:21].[n:1]1[cH:2][cH:3][c:4]([CH2:7][CH2:8][CH2:9][OH:10])[cH:5][cH:6]1>>[n:1]1[cH:2][cH:3][c:4]([CH2:7][CH2:8][CH2:9][O:10][CH2:13][CH2:12][C:11](=[O:14])[O:15][C:16]([CH3:17])([CH3:18])[CH3:19])[cH:5][cH:6]1. Yields the product CC(C)(C)OC(=O)CCOCCCc1ccncc1.